From a dataset of the Open Reaction Database (ORD), a public repository of structured organic reaction records. describe an organic reaction: reactants, conditions, products, and yield Starting materials: [BH4-], CO, N#Cc1ccc(C=O)c(F)c1, [Na+]. Yields the product N#Cc1ccc(CO)c(F)c1. RXN SMILES: [BH4-:12].[CH3:14][OH:15].[F:1][c:2]1[cH:3][c:4]([C:5]#[N:6])[cH:7][cH:8][c:9]1[CH:10]=[O:11].[Na+:13]>>[F:1][c:2]1[cH:3][c:4]([C:5]#[N:6])[cH:7][cH:8][c:9]1[CH2:10][OH:11]. Reactants: ClC1=NC=C2N(C(CCN(C2=N1)C1CCN(CC1)C)=O)C (10-chloro-6-methyl-2-(1-methyl-4-piperidyl)-2,6,9,11-tetrazabicyclo[5.4.0]undeca-7,9,11-trien-5-one), O.C1(=CC=C(C=C1)S(=O)(=O)O)C (p-toluenesulphonic acid monohydrate), NC1=C(C=C(C(=O)NC2CCCCC2)C=C1)OC (4-amino-N-cyclohexyl-3-methoxy-benzamide), ClC1=NC=C2N(C(CCN(C2=N1)C1CCN(CC1)C)=O)C (10-chloro-6-methyl-2-(1-methyl-4-piperidyl)-2,6,9,11-tetrazabicyclo[5.4.0]undeca-7,9,11-trien-5-one), NC1=C(C=C(C(=O)NC2CCCCC2)C=C1)OC (4-amino-N-cyclohexyl-3-methoxy-benzamide). The solvent is CO (MeOH), CO (Methanol), CC(CC(C)O)C (4-Methyl-2-pentanol). Reaction conditions: temperature 100 celsius. Product: C1(CCCCC1)NC(C1=CC(=C(C=C1)NC=1N=C2N(CCC(N(C2=CN1)C)=O)C1CCN(CC1)C)OC)=O (N-cyclohexyl-3-methoxy-4-[[2-methyl-6-(1-methyl-4-piperidyl)-3-oxo-2,6,8,10-tetrazabicyclo[5.4.0]undeca-7,9,11-trien-9-yl]amino]benzamide). RXN SMILES: Cl[C:2]1[N:12]=[C:11]2[C:5]([N:6]([CH3:21])[C:7](=[O:20])[CH2:8][CH2:9][N:10]2[CH:13]2[CH2:18][CH2:17][N:16]([CH3:19])[CH2:15][CH2:14]2)=[CH:4][N:3]=1.[NH2:22][C:23]1[CH:37]=[CH:36][C:26]([C:27]([NH:29][CH:30]2[CH2:35][CH2:34][CH2:33][CH2:32][CH2:31]2)=[O:28])=[CH:25][C:24]=1[O:38][CH3:39].O.C1(C)C=CC(S(O)(=O)=O)=CC=1>CC(C)CC(O)C.CO>[CH:30]1([NH:29][C:27](=[O:28])[C:26]2[CH:36]=[CH:37][C:23]([NH:22][C:2]3[N:12]=[C:11]4[C:5](=[CH:4][N:3]=3)[N:6]([CH3:21])[C:7](=[O:20])[CH2:8][CH2:9][N:10]4[CH:13]3[CH2:18][CH2:17][N:16]([CH3:19])[CH2:15][CH2:14]3)=[C:24]([O:38][CH3:39])[CH:25]=2)[CH2:31][CH2:32][CH2:33][CH2:34][CH2:35]1 |f:2.3|. Reported procedure: 10-chloro-6-methyl-2-(1-methyl-4-piperidyl)-2,6,9,11-tetrazabicyclo[5.4.0]undeca-7,9,11-trien-5-one (Intermediate 118; 39 mg, 0.13 mmol), 4-amino-N-cyclohexyl-3-methoxy-benzamide (Intermediate 119; 31 mg, 0.13 mmol) and p-toluenesulphonic acid monohydrate (60 mg, 0.31 mmol) were combined in 4-Methyl-2-pentanol (2 mL) and heated at 100° C. for 16 hrs. The reaction mixture was cooled to room temperature and dissolved in Methanol and added to a 5 g SCX-3 column pre wet with MeOH (2 column volumes).... The reactants are CCOC(=O)CC(O)C(CC(C)C)NC(=O)OC(C)(C)C, CN1CCOCC1, CN(C)C=O, Cl, C1COCCO1. Product: CCOC(=O)CC(O)C(N)CC(C)C. As a reaction SMILES: [C:8]([O:9][C:10](=[O:11])[NH:15][CH:16]([CH:17]([CH2:18][C:19](=[O:20])[O:21][CH2:22][CH3:23])[OH:24])[CH2:25][CH:26]([CH3:27])[CH3:28])([CH3:12])([CH3:13])[CH3:14].[CH3:29][N:30]1[CH2:31][CH2:32][O:33][CH2:34][CH2:35]1.[CH3:36][N:37]([CH3:38])[CH:39]=[O:40].[ClH:7].[O:1]1[CH2:2][CH2:3][O:4][CH2:5][CH2:6]1>>[NH2:15][CH:16]([CH:17]([CH2:18][C:19](=[O:20])[O:21][CH2:22][CH3:23])[OH:24])[CH2:25][CH:26]([CH3:27])[CH3:28].